Dataset: the Open Reaction Database (ORD), a public repository of structured organic reaction records. Task: describe an organic reaction: reactants, conditions, products, and yield The reactants are FC1=CC=C(C=C1)CN1C(=NC2=C1C=CC=C2)NC2CCN(CC2)CCNC(=S)NC=2C=NC=CC2NC (N-[2-[4-[[1-[(4-fluorophenyl)methyl]-1H-benzimidazol-2-yl]amino]-1-piperidinyl]ethyl]-N'-[4-(methylamino)-3-pyridinyl]thiourea), [S] (sulfur), C(C)O (ethanol). The reagents and catalysts are [Hg]=O (mercury(II)oxide), [Hg]=O (mercury(II)oxide). Conditions: time 2 hour. Product: O.FC1=CC=C(C=C1)CN1C(=NC2=C1C=CC=C2)NC2CCN(CC2)CCNC=2N(C1=C(C=NC=C1)N2)C (N-[2-[4-[[1-[(4-fluorophenyl)methyl]-1H-benzimidazol-2-yl]amino]-1-piperidinyl]ethyl]-1-methyl-1H-imidazo[4,5-c]pyridin-2-amine monohydrate). Isolated yield 59.0%. RXN SMILES: [F:1][C:2]1[CH:7]=[CH:6][C:5]([CH2:8][N:9]2[C:13]3[CH:14]=[CH:15][CH:16]=[CH:17][C:12]=3[N:11]=[C:10]2[NH:18][CH:19]2[CH2:24][CH2:23][N:22]([CH2:25][CH2:26][NH:27][C:28]([NH:30][C:31]3[CH:32]=[N:33][CH:34]=[CH:35][C:36]=3[NH:37][CH3:38])=S)[CH2:21][CH2:20]2)=[CH:4][CH:3]=1.[S].C([OH:42])C>[Hg]=O>[OH2:42].[F:1][C:2]1[CH:7]=[CH:6][C:5]([CH2:8][N:9]2[C:13]3[CH:14]=[CH:15][CH:16]=[CH:17][C:12]=3[N:11]=[C:10]2[NH:18][CH:19]2[CH2:24][CH2:23][N:22]([CH2:25][CH2:26][NH:27][C:28]3[N:37]([CH3:38])[C:36]4[CH:35]=[CH:34][N:33]=[CH:32][C:31]=4[N:30]=3)[CH2:21][CH2:20]2)=[CH:4][CH:3]=1 |f:4.5,^3:38|. Reported procedure: A mixture of 8 parts of N-[2-[4-[[1-[(4-fluorophenyl)methyl]-1H-benzimidazol-2-yl]amino]-1-piperidinyl]ethyl]-N'-[4-(methylamino)-3-pyridinyl]thiourea, 15 parts of mercury(II)oxide, 0.1 parts of sulfur and 120 parts of ethanol was stirred and refluxed for 3 hours. After the addition of another 15 parts of mercury(II)oxide, stirring at reflux was continued for 2 hours. The reaction mixture was filtered over Hyflo and the filtrate was evaporate. The residue was purified by column chromatography ov... The reactants are B(Br)(Br)Br (BBr3), BrC=1C=CC(=C(C1)S(=O)(=O)NCCCl)OC (5-bromo-N-(2-chloroethyl)-2-methoxybenzenesulphonamide), ice water. The solvent is C(Cl)Cl (CH2Cl2), C(Cl)Cl (CH2Cl2). Reaction conditions: time 30 minute. Product: BrC=1C=CC(=C(C1)S(=O)(=O)NCCCl)O (5-bromo-N-(2-chloroethyl)-2-hydroxybenzenesulphonamide). As a reaction SMILES: [Br:1][C:2]1[CH:3]=[CH:4][C:5]([O:15]C)=[C:6]([S:8]([NH:11][CH2:12][CH2:13][Cl:14])(=[O:10])=[O:9])[CH:7]=1.B(Br)(Br)Br>C(Cl)Cl>[Br:1][C:2]1[CH:3]=[CH:4][C:5]([OH:15])=[C:6]([S:8]([NH:11][CH2:12][CH2:13][Cl:14])(=[O:10])=[O:9])[CH:7]=1. Procedure details: To a suspension of 29.9 g (91 mmol) of the product obtained in Step B above in 450 ml of CH2Cl2 there are added dropwise, at ambient temperature, 200 mL (200 mmol) of 1M BBr3 solution in CH2Cl2. After stirring for 30 minutes, the solution is poured onto an ice/water mixture, whilst continuing to stir. After separation and extracting once with CH2Cl2, the organic phase is washed with brine, dried over MgSO4 and evaporated. The oily residue is triturated in heptane until crystallisation takes plac...